This data is from the Open Reaction Database (ORD), a public repository of structured organic reaction records. The task is: describe an organic reaction: reactants, conditions, products, and yield Starting materials: FC1=C(CSC2=NC(=CC(=N2)NS(=O)(=O)N2CCN(CC2)C(=O)OC(C)(C)C)O[C@H](C)[C@H]2OC(OC2)(C)C)C=CC=C1F (tert-butyl 4-{[(2-[(2,3-difluorobenzyl)thio]-6-((1R)-1-[(4S)-2,2-dimethyl-1,3-dioxolan-4-yl]ethoxy}pyrimidin-4-yl)amino]sulfonyl)piperazine-1-carboxylate), product. The solvent is FC(C(=O)O)(F)F.C(Cl)Cl (trifluoroacetic acid DCM). The product is FC1=C(C=CC=C1F)CSC1=NC(=CC(=N1)NS(=O)(=O)N1CCNCC1)O[C@@H]([C@H](CO)O)C (N-[2-[[(2,3-Difluorophenyl)methyl]thio]-6-{[(1R,2S)-2,3-dihydroxy-1-methylpropyl]oxy}-4-pyrimidinyl]-1-piperazinesulfonamide). RXN SMILES: [F:1][C:2]1[C:42]([F:43])=[CH:41][CH:40]=[CH:39][C:3]=1[CH2:4][S:5][C:6]1[N:11]=[C:10]([NH:12][S:13]([N:16]2[CH2:21][CH2:20][N:19](C(OC(C)(C)C)=O)[CH2:18][CH2:17]2)(=[O:15])=[O:14])[CH:9]=[C:8]([O:29][C@@H:30]([C@@H:32]2[CH2:36][O:35]C(C)(C)[O:33]2)[CH3:31])[N:7]=1>FC(F)(F)C(O)=O.C(Cl)Cl>[F:1][C:2]1[C:42]([F:43])=[CH:41][CH:40]=[CH:39][C:3]=1[CH2:4][S:5][C:6]1[N:11]=[C:10]([NH:12][S:13]([N:16]2[CH2:17][CH2:18][NH:19][CH2:20][CH2:21]2)(=[O:15])=[O:14])[CH:9]=[C:8]([O:29][C@H:30]([CH3:31])[C@@H:32]([OH:33])[CH2:36][OH:35])[N:7]=1 |f:1.2|. Reported procedure: A solution of tert-butyl 4-{[(2-[(2,3-difluorobenzyl)thio]-6-((1R)-1-[(4S)-2,2-dimethyl-1,3-dioxolan-4-yl]ethoxy}pyrimidin-4-yl)amino]sulfonyl)piperazine-1-carboxylate (the product of step i) (0.23 g) in 10% trifluoroacetic acid/DCM (5 mL) was stirred at room temperature for 1 h. The mixture was evaporated to dryness in vacuo. The resulting crude oil was purified by reverse phase HPLC (75% to 5% gradient of 0.1% aqueous ammonium acetate in acetonitrile as eluent) to give the title compound as a ... Reaction SMILES: Cl.[F:2][C:3]1([C:9]([O:11][CH2:12][CH3:13])=[O:10])[CH2:8][CH2:7][NH:6][CH2:5][CH2:4]1.C([O-])([O-])=O.[K+].[K+].O.[CH2:21]([O:23][C:24]([N:26]1[CH2:32][CH2:31][CH2:30][C:29](=O)[CH2:28][CH2:27]1)=[O:25])[CH3:22]>CO.[Cl-].[Zn+2].[Cl-]>[F:2][C:3]1([C:9]([O:11][CH2:12][CH3:13])=[O:10])[CH2:4][CH2:5][N:6]([CH:29]2[CH2:30][CH2:31][CH2:32][N:26]([C:24]([O:23][CH2:21][CH3:22])=[O:25])[CH2:27][CH2:28]2)[CH2:7][CH2:8]1 |f:0.1,2.3.4,8.9.10|. The solvent is CO (methanol), CO (methanol). Reported procedure: Ethyl 4-fluoropiperidine-4-carboxylate hydrochloride (3.00 g, 14.2 mmol) was dissolved in methanol (20 mL) and treated with K2CO3 (1.95 g, 14.2 mmol) in a minimum of water to de-salt. Reaction mixture was concentrated in vacuo and azeotroped to dryness with toluene. The residue and 4-oxoazepane-1-carboxylic acid ethyl ester (2.62 g, 14.2 mmol) were dissolved in methanol (50 mL) and zinc chloride (7.23 g, 56.7 mmol) was added. The reaction mixture was stirred at 50° C., under a nitrogen atmospher... Yields the product FC1(CCN(CC1)C1CCN(CCC1)C(=O)OCC)C(=O)OCC (ethyl 4-[4-fluoro-4-(ethoxycarbonyl)piperidin-1-yl]azepane-1-carboxylate). The yield is 46.2%. Reagents/catalysts: [Cl-].[Zn+2].[Cl-] (zinc chloride). Conditions: temperature 50 celsius, time 2 hour. The reactants are C(C)OC(=O)N1CCC(CCC1)=O (4-oxoazepane-1-carboxylic acid ethyl ester), C(=O)([O-])[O-].[K+].[K+] (K2CO3), O (water), Cl.FC1(CCNCC1)C(=O)OCC (Ethyl 4-fluoropiperidine-4-carboxylate hydrochloride). Starting materials: CCOC(=O)c1ccc(-c2ccc(CCCN(CC(O)c3ccc(Cl)nc3)C(=O)OC(C)(C)C)cc2)c(OC)c1, CCO, CCOC(C)=O, Cl, [Na+], [OH-]. Yields the product COc1cc(C(=O)O)ccc1-c1ccc(CCCN(CC(O)c2ccc(Cl)nc2)C(=O)OC(C)(C)C)cc1. As a reaction SMILES: [C:1]([CH3:2])([CH3:3])([CH3:4])[O:5][C:6](=[O:7])[N:8]([CH2:9][CH2:10][CH2:11][c:12]1[cH:13][cH:14][c:15](-[c:18]2[c:19]([O:29][CH3:30])[cH:20][c:21]([C:24](=[O:25])[O:26][CH2:27][CH3:28])[cH:22][cH:23]2)[cH:16][cH:17]1)[CH2:31][CH:32]([OH:33])[c:34]1[cH:35][n:36][c:37]([Cl:40])[cH:38][cH:39]1.[CH3:43][CH2:44][OH:45].[CH3:46][CH2:47][O:48][C:49](=[O:50])[CH3:51].[ClH:52].[Na+:42].[OH-:41]>>[C:1]([CH3:2])([CH3:3])([CH3:4])[O:5][C:6](=[O:7])[N:8]([CH2:9][CH2:10][CH2:11][c:12]1[cH:13][cH:14][c:15](-[c:18]2[c:19]([O:29][CH3:30])[cH:20][c:21]([C:24](=[O:25])[OH:26])[cH:22][cH:23]2)[cH:16][cH:17]1)[CH2:31][CH:32]([OH:33])[c:34]1[cH:35][n:36][c:37]([Cl:40])[cH:38][cH:39]1. Procedure details: Using 1.91 parts of 5 % palladium-on-carbon, 1.89 parts of 2-cyclohexylamino-5,6-dihydroxy-3,4-dihydro-1(2H)-naphthalenone hydrobromide in 50 volume parts of water is subjected to catalytic reduction at ordinary temperature and pressure. When a stoichiometric amount of hydrogen has been absorbed, the reaction mixture is filtered to remove the catalyst and the filtrate is freeze-dried. The residue is recrystallized from a mixture of ethanol and ethyl acetate, whereby 2-cyclohexylamino-1,5,6-trihy... Run in O (water). RXN SMILES: [BrH:1].[CH:2]1([NH:8][CH:9]2[CH2:18][CH2:17][C:16]3[C:11](=[CH:12][CH:13]=[C:14]([OH:20])[C:15]=3[OH:19])[C:10]2=[O:21])[CH2:7][CH2:6][CH2:5][CH2:4][CH2:3]1>[Pd].O>[BrH:1].[CH:2]1([NH:8][CH:9]2[CH2:18][CH2:17][C:16]3[C:11](=[CH:12][CH:13]=[C:14]([OH:20])[C:15]=3[OH:19])[CH:10]2[OH:21])[CH2:3][CH2:4][CH2:5][CH2:6][CH2:7]1 |f:0.1,4.5|. The reagents and catalysts are [Pd] (palladium-on-carbon). The product is Br.C1(CCCCC1)NC1C(C2=CC=C(C(=C2CC1)O)O)O (2-cyclohexylamino-1,5,6-trihydroxy-1,2,3,4-tetrahydronaphthalene hydrobromide). Reactants: Br.C1(CCCCC1)NC1C(C2=CC=C(C(=C2CC1)O)O)=O (2-cyclohexylamino-5,6-dihydroxy-3,4-dihydro-1(2H)-naphthalenone hydrobromide). Yields the product OC1=C(C#N)C=CC(=C1)C(F)(F)F (2-HYDROXY-4-(TRIFLUOROMETHYL)BENZONITRILE). As a reaction SMILES: C([O:8][C:9]1[CH:16]=[C:15]([C:17]([F:20])([F:19])[F:18])[CH:14]=[CH:13][C:10]=1[C:11]#[N:12])C1C=CC=CC=1.Br>C(O)(=O)C>[OH:8][C:9]1[CH:16]=[C:15]([C:17]([F:18])([F:19])[F:20])[CH:14]=[CH:13][C:10]=1[C:11]#[N:12]. The reactants are C(C1=CC=CC=C1)OC1=C(C#N)C=CC(=C1)C(F)(F)F (2-(Benzyloxy)-4-(trifluoromethyl)benzonitrile), Br (HBr), ice water. Reported procedure: 2-(Benzyloxy)-4-(trifluoromethyl)benzonitrile (~20 grams) in 350 ml. acetic acid and 100 ml. 33% HBr was stirred overnight, refluxed for four hours, and then stirred overnight again. Next the reaction mixture was stripped to a small volume and poured into ice water. The crude precipitate which formed was stirred in hexane, filtered, and was identified by NMR as the desired product, yield 9.3 grams. Run in C(C)(=O)O (acetic acid). Reaction conditions: time 8 hour. The reactants are ClC=1C2=C(S(C1)(=O)=O)C=C(C=C2)Cl (3,6-dichlorobenzo[b]thiophene-1,1-dioxide), N1CCNCC1 (piperazine), ClS(=O)(=O)Cl (dichlorosulfone). Run in ClCCl (dichloromethane). Run at time 1 hour. Product: ClC=1C=CC2=C(S(C=C2N2CCNCC2)(=O)=O)C1 (6-Chloro-3-piperazinylbenzo[b]thiophene-1,1-dioxide). Yield: 66.5%. RXN SMILES: Cl[C:2]1[C:3]2[CH:12]=[CH:11][C:10]([Cl:13])=[CH:9][C:4]=2[S:5](=[O:8])(=[O:7])[CH:6]=1.[NH:14]1[CH2:19][CH2:18][NH:17][CH2:16][CH2:15]1.ClS(Cl)(=O)=O>ClCCl>[Cl:13][C:10]1[CH:11]=[CH:12][C:3]2[C:2]([N:14]3[CH2:19][CH2:18][NH:17][CH2:16][CH2:15]3)=[CH:6][S:5](=[O:8])(=[O:7])[C:4]=2[CH:9]=1. Procedure: A mixture of 3,6-dichlorobenzo[b]thiophene-1,1-dioxide (16.00 g, 0.0681 mol), piperazine (20.52 g, 0.238 mol) and dichloromethane (300 ml) was heated to reflux. After 1 hour, TLC analysis showed the dichlorosulfone (Rf =0.47, 30% ethyl acetate in hexanes, silica gel) to be consumed. The cloudy mixture was washed with 0.25 N NaOH (400 ml), H2O (300 ml), brine (250 ml), dried (Na2SO4), and the solvent removed under reduced pressure. The residue was chromatographed on silica gel, eluting with 50% m...